From a dataset of the Open Reaction Database (ORD), a public repository of structured organic reaction records. describe an organic reaction: reactants, conditions, products, and yield Starting materials: [Si](C)(C)(C(C)(C)C)OCC[C@@H]1OCCC2=C1C=CC(=C2)NS(=O)(=O)CCCCl (N-[(1S)-1-(2-{[tert-butyl(dimethyl)silyl]oxy}ethyl)-3,4-dihydro-1H-2-benzopyran-6-yl]-3-chloro-1-propanesulfonamide), [H-].[Na+] (sodium hydride). The solvent is CN(C)C=O (DMF). Reaction conditions: time 30 minute. Yields the product [Si](C)(C)(C(C)(C)C)OCC[C@@H]1OCCC2=C1C=CC(=C2)N2S(CCC2)(=O)=O (2-[(1S)-1-(2-{[tert-Butyl(dimethyl)silyl]oxy}ethyl)-3,4-dihydro-1H-2-benzopyran-6-yl]isothiazolidine 1,1-dioxide). As a reaction SMILES: [Si:1]([O:8][CH2:9][CH2:10][C@H:11]1[C:16]2[CH:17]=[CH:18][C:19]([NH:21][S:22]([CH2:25][CH2:26][CH2:27]Cl)(=[O:24])=[O:23])=[CH:20][C:15]=2[CH2:14][CH2:13][O:12]1)([C:4]([CH3:7])([CH3:6])[CH3:5])([CH3:3])[CH3:2].[H-].[Na+]>CN(C=O)C>[Si:1]([O:8][CH2:9][CH2:10][C@H:11]1[C:16]2[CH:17]=[CH:18][C:19]([N:21]3[CH2:27][CH2:26][CH2:25][S:22]3(=[O:24])=[O:23])=[CH:20][C:15]=2[CH2:14][CH2:13][O:12]1)([C:4]([CH3:7])([CH3:6])[CH3:5])([CH3:3])[CH3:2] |f:1.2|. Procedure details: To a stirred solution of N-[(1S)-1-(2-{[tert-butyl(dimethyl)silyl]oxy}ethyl)-3,4-dihydro-1H-2-benzopyran-6-yl]-3-chloro-1-propanesulfonamide (0.367 g, 0.82 mmol) in DMF (8 mL), cooled to 0° C., was added sodium hydride (60% dispersion in oil) (0.036 g, 0.9 mmol) and the mixture allowed to warm to room temperature. After 30 min, the reaction was quenched by addition of water and extracted with ethyl acetate. The combined organic extracts were washed with brine, dried (MgSO4), filtered and evapora... The reactants are COC(=O)CC(C(=O)OC(C)(C)C)=C(O)C(=O)N(Cc1ccc2ccccc2c1)C(C)C(Cc1ccc(C(=O)Nc2ccccc2)o1)c1ccc([N+](=O)[O-])cc1, Cl, [Na+], C1CCOC1, [OH-], O. Yields the product CC(C(Cc1ccc(C(=O)Nc2ccccc2)o1)c1ccc([N+](=O)[O-])cc1)N(Cc1ccc2ccccc2c1)C(=O)C(O)=C(CC(=O)O)C(=O)OC(C)(C)C. RXN SMILES: [C:1]([CH3:2])([CH3:3])([CH3:4])[O:5][C:6](=[O:7])[C:8]([CH2:9][C:10](=[O:11])[O:12][CH3:13])=[C:14]([C:15]([N:16]([CH2:17][c:18]1[cH:19][c:20]2[cH:21][cH:22][cH:23][cH:24][c:25]2[cH:26][cH:27]1)[CH:28]([CH:29]([CH2:30][c:31]1[o:32][c:33]([C:36]([NH:37][c:38]2[cH:39][cH:40][cH:41][cH:42][cH:43]2)=[O:44])[cH:34][cH:35]1)[c:45]1[cH:46][cH:47][c:48]([N+:51](=[O:52])[O-:53])[cH:49][cH:50]1)[CH3:54])=[O:55])[OH:56].[ClH:57].[Na+:65].[O:58]1[CH2:59][CH2:60][CH2:61][CH2:62]1.[OH-:64].[OH2:63]>>[C:1]([CH3:2])([CH3:3])([CH3:4])[O:5][C:6](=[O:7])[C:8]([CH2:9][C:10](=[O:11])[OH:12])=[C:14]([C:15]([N:16]([CH2:17][c:18]1[cH:19][c:20]2[cH:21][cH:22][cH:23][cH:24][c:25]2[cH:26][cH:27]1)[CH:28]([CH:29]([CH2:30][c:31]1[o:32][c:33]([C:36]([NH:37][c:38]2[cH:39][cH:40][cH:41][cH:42][cH:43]2)=[O:44])[cH:34][cH:35]1)[c:45]1[cH:46][cH:47][c:48]([N+:51](=[O:52])[O-:53])[cH:49][cH:50]1)[CH3:54])=[O:55])[OH:56]. The reactants are C(C1=CC=CC=C1)N1N=C(C(=C1)C(=O)OCC)OCC1=CC(=C(C=C1)OCC=1N=C(OC1C)C1=CC=CC=C1)OC (ethyl 1-benzyl-3-({3-methoxy-4-[(5-methyl-2-phenyl-1,3-oxazol-4-yl)methoxy]benzyl}oxy)-1H-pyrazole-4-carboxylate), O1CCCC1 (tetrahydrofuran), [OH-].[Na+] (sodium hydroxide), Cl (Hydrochloric acid). Run in C(C)O (ethanol), O (water). The product is C(C1=CC=CC=C1)N1N=C(C(=C1)C(=O)O)OCC1=CC(=C(C=C1)OCC=1N=C(OC1C)C1=CC=CC=C1)OC (1-benzyl-3-({3-methoxy-4-[(5-methyl-2-phenyl-1,3-oxazol-4-yl)methoxy]benzyl}oxy)-1H-pyrazole-4-carboxylic acid). Isolated yield 99.5%. As a reaction SMILES: [CH2:1]([N:8]1[CH:12]=[C:11]([C:13]([O:15]CC)=[O:14])[C:10]([O:18][CH2:19][C:20]2[CH:25]=[CH:24][C:23]([O:26][CH2:27][C:28]3[N:29]=[C:30]([C:34]4[CH:39]=[CH:38][CH:37]=[CH:36][CH:35]=4)[O:31][C:32]=3[CH3:33])=[C:22]([O:40][CH3:41])[CH:21]=2)=[N:9]1)[C:2]1[CH:7]=[CH:6][CH:5]=[CH:4][CH:3]=1.O1CCCC1.[OH-].[Na+].Cl>O.C(O)C>[CH2:1]([N:8]1[CH:12]=[C:11]([C:13]([OH:15])=[O:14])[C:10]([O:18][CH2:19][C:20]2[CH:25]=[CH:24][C:23]([O:26][CH2:27][C:28]3[N:29]=[C:30]([C:34]4[CH:39]=[CH:38][CH:37]=[CH:36][CH:35]=4)[O:31][C:32]=3[CH3:33])=[C:22]([O:40][CH3:41])[CH:21]=2)=[N:9]1)[C:2]1[CH:7]=[CH:6][CH:5]=[CH:4][CH:3]=1 |f:2.3|. Procedure details: To a mixture of ethyl 1-benzyl-3-({3-methoxy-4-[(5-methyl-2-phenyl-1,3-oxazol-4-yl)methoxy]benzyl}oxy)-1H-pyrazole-4-carboxylate (1.80 g), tetrahydrofuran (10 mL) and ethanol (10 mL) was added 1N aqueous sodium hydroxide solution (15 mL), and the mixture was heated under reflux for 4 hrs. 1N Hydrochloric acid (15 mL) and water were added to the reaction mixture, and the precipitated crystals were collected by filtration to give 1-benzyl-3-({3-methoxy-4-[(5-methyl-2-phenyl-1,3-oxazol-4-yl)methoxy... Starting materials: S1(=O)(=O)NC(=O)C2=CC=CC=C12 (Saccharin), CN1CCNCC1 (N-methylpiperazine). Solvent: CN(P(=O)(N(C)C)N(C)C)C (hexamethylphosphoramide). Run at time 8 hour. The product is CN(C1=NS(C2=C1C=CC=C2)(=O)=O)C (N,N-dimethyl-1,2-benzisothiazole-3-amine 1,1-dioxide). RXN SMILES: [S:1]1([C:12]2[C:7](=[CH:8][CH:9]=[CH:10][CH:11]=2)[C:5](=O)[NH:4]1)(=[O:3])=[O:2].[CH3:13][N:14]1CCNC[CH2:15]1>CN(C)P(N(C)C)(N(C)C)=O>[CH3:13][N:14]([CH3:15])[C:5]1[C:7]2[CH:8]=[CH:9][CH:10]=[CH:11][C:12]=2[S:1](=[O:3])(=[O:2])[N:4]=1. Procedure details: 10.0 g (54.6 mM) Saccharin and 10.9 g (109.2 mM) N-methylpiperazine are refluxed in 50 ml of hexamethylphosphoramide for 6.5 hours, and the reaction mixture is allowed to stand overnight at room temperature. The resulting precipitate is filtered off, washed with 100 ml toluene, to yield N,N-dimethyl-1,2-benzisothiazole-3-amine 1,1-dioxide. After standing for a day the combined filtrate and toluene washings yield the crystalline product which is filtered off, washed with toluene, and recrystalliz... Reactants: N(=O)[O-].[Na+] (Sodium nitrite), O (water), O (water), Cl.Cl.Cl.NC1=C(C=CC=C1N)OCC(CNCCNC1=C(C=CC=C1C)C)O (2,3-diamino-1-{2-hydroxy-3-[2-(2,6-dimethylphenylamino)-ethylamino]-propoxy}-benzene trihydrochloride). Run in C(C)(=O)O (acetic acid). Conditions: temperature 0 celsius, time 2 hour. Product: Cl.Cl.N1N=NC2=C1C=CC=C2OCC(CNCCNC2=C(C=CC=C2C)C)O (1-(Benztriazol-4-yloxy)-3-[2-(2,6-dimethylphenylamino)-ethylamino]-propan-2-ol dihydrochloride). As a reaction SMILES: [N:1]([O-])=O.[Na+].O.[ClH:6].Cl.Cl.[NH2:9][C:10]1[C:15]([NH2:16])=[CH:14][CH:13]=[CH:12][C:11]=1[O:17][CH2:18][CH:19]([OH:33])[CH2:20][NH:21][CH2:22][CH2:23][NH:24][C:25]1[C:30]([CH3:31])=[CH:29][CH:28]=[CH:27][C:26]=1[CH3:32]>C(O)(=O)C>[ClH:6].[ClH:6].[NH:16]1[C:15]2[CH:14]=[CH:13][CH:12]=[C:11]([O:17][CH2:18][CH:19]([OH:33])[CH2:20][NH:21][CH2:22][CH2:23][NH:24][C:25]3[C:30]([CH3:31])=[CH:29][CH:28]=[CH:27][C:26]=3[CH3:32])[C:10]=2[N:9]=[N:1]1 |f:0.1,3.4.5.6,8.9.10|. Reported procedure: 1.38 g. Sodium nitrite dissolved in 2.2 ml. water are added to a solution, cooled to 0° C., of 9.1 g. 2,3-diamino-1-{2-hydroxy-3-[2-(2,6-dimethylphenylamino)-ethylamino]-propoxy}-benzene trihydrochloride in 12 ml. water and 4.6 ml. glacial acetic acid. After stirring for 2 hours at ambient temperature, the reaction mixture is evaporated to dryness, the residue is taken up in chloroform and the solution is washed with 1M hydrochloric acid and water, dried and evaporated. The residue is recrystall...